This data is from the Open Reaction Database (ORD), a public repository of structured organic reaction records. The task is: describe an organic reaction: reactants, conditions, products, and yield The reactants are CCO, NS(=O)(=O)c1cc2c(s1)CCCC2OC1CCCCO1, Cc1ccc(S(=O)(=O)[O-])cc1, c1cc[nH+]cc1. The product is NS(=O)(=O)c1cc2c(s1)CCCC2O. RXN SMILES: [CH3:38][CH2:39][OH:40].[O:1]1[CH2:2][CH2:3][CH2:4][CH2:5][CH:6]1[O:7][CH:8]1[CH2:9][CH2:10][CH2:11][c:12]2[s:13][c:14]([S:17](=[O:18])(=[O:19])[NH2:20])[cH:15][c:16]21.[c:21]1([CH3:22])[cH:23][cH:24][c:25]([S:26]([O-:27])(=[O:28])=[O:29])[cH:30][cH:31]1.[nH+:32]1[cH:33][cH:34][cH:35][cH:36][cH:37]1>>[OH:7][CH:8]1[CH2:9][CH2:10][CH2:11][c:12]2[s:13][c:14]([S:17](=[O:18])(=[O:19])[NH2:20])[cH:15][c:16]21. Reactants: Fc1ccc(Br)cc1, Cc1ccnc2[nH]c(-c3ccncc3)cc12, CN1CCCC1=O, Cl, Br[Cu]Br, [Na+], [Na+], O=C([O-])[O-]. Product: Cc1ccnc2c1cc(-c1ccncc1)n2-c1ccc(F)cc1. As a reaction SMILES: [Br:17][c:18]1[cH:19][cH:20][c:21]([F:24])[cH:22][cH:23]1.[CH3:1][c:2]1[c:3]2[c:4]([n:5][cH:6][cH:7]1)[nH:8][c:9](-[c:11]1[cH:12][cH:13][n:14][cH:15][cH:16]1)[cH:10]2.[CH3:32][N:33]1[CH2:34][CH2:35][CH2:36][C:37]1=[O:38].[ClH:31].[Cu:39]([Br:40])[Br:41].[Na+:25].[Na+:26].[O-:27][C:28](=[O:29])[O-:30]>>[CH3:1][c:2]1[c:3]2[c:4]([n:5][cH:6][cH:7]1)[n:8](-[c:18]1[cH:19][cH:20][c:21]([F:24])[cH:22][cH:23]1)[c:9](-[c:11]1[cH:12][cH:13][n:14][cH:15][cH:16]1)[cH:10]2.